From a dataset of the Open Reaction Database (ORD), a public repository of structured organic reaction records. describe an organic reaction: reactants, conditions, products, and yield The reactants are C(C)S (ethylmercaptan), C[O-].[Na+] (sodium methylate), ClC1=C(C=CC(=C1)Cl)C=C(C(C(CF)(C)C)=O)N1N=CN=C1 (1-(2,4-dichlorophenyl)-4,4-dimethyl-5-fluoro-2-(1,2,4-triazol-1-yl)-pent-1-en-3-one). The solvent is C(C)OCC (diethyl ether). Reaction conditions: temperature 25 celsius, time 2 hour. Product: ClC1=C(C=CC(=C1)Cl)C(C(C(C(CF)(C)C)=O)N1N=CN=C1)SCC (1-(2,4-dichlorophenyl)-4,4-dimethyl-1-ethylthio-5-fluoro-2-(1,2,4-triazol-1-yl)-pentan-3-one). The yield is 54.5%. Reaction SMILES: [CH2:1]([SH:3])[CH3:2].C[O-].[Na+].[Cl:7][C:8]1[CH:13]=[C:12]([Cl:14])[CH:11]=[CH:10][C:9]=1[CH:15]=[C:16]([N:24]1[CH:28]=[N:27][CH:26]=[N:25]1)[C:17](=[O:23])[C:18]([CH3:22])([CH3:21])[CH2:19][F:20]>C(OCC)C>[Cl:7][C:8]1[CH:13]=[C:12]([Cl:14])[CH:11]=[CH:10][C:9]=1[CH:15]([S:3][CH2:1][CH3:2])[CH:16]([N:24]1[CH:28]=[N:27][CH:26]=[N:25]1)[C:17](=[O:23])[C:18]([CH3:22])([CH3:21])[CH2:19][F:20] |f:1.2|. Procedure: 4.4 ml (0.059 mol) of ethylmercaptan were added to a suspension of 3.19 g (0.059 mol) of sodium methylate in 200 ml of diethyl ether. After 2 hours, 20.2 g (0.059 mol) of 1-(2,4-dichlorophenyl)-4,4-dimethyl-5-fluoro-2-(1,2,4-triazol-1-yl)-pent-1-en-3-one (E isomer) were introduced. The mixture was stirred for 18 hours at 25° C. and was then evaporated down in vacuo. The residue was introduced into water and the mixture was extracted with methylene chloride. The methylene chloride solution was dr... Reactants: CC(C)(C)c1nc2cc(N3CCOCC3)c([N+](=O)[O-])cc2s1, CO. Yields the product CC(C)(C)c1nc2cc(N3CCOCC3)c(N)cc2s1. RXN SMILES: [C:1]([CH3:2])([CH3:3])([CH3:4])[c:5]1[s:6][c:7]2[c:8]([n:9]1)[cH:10][c:11]([N:17]1[CH2:18][CH2:19][O:20][CH2:21][CH2:22]1)[c:12]([N+:14]([O-:15])=[O:16])[cH:13]2.[CH3:23][OH:24]>>[C:1]([CH3:2])([CH3:3])([CH3:4])[c:5]1[s:6][c:7]2[c:8]([n:9]1)[cH:10][c:11]([N:17]1[CH2:18][CH2:19][O:20][CH2:21][CH2:22]1)[c:12]([NH2:14])[cH:13]2. Starting materials: C1(CC1)C1=C(C(=NN1C1=CC(=CC=C1)C(F)(F)F)C)C(=O)N1CCC(CC1)=O (1-[5-Cyclopropyl-3-methyl-1-(3-trifluoromethyl-phenyl)-1H-pyrazole-4-carbonyl]-piperidin-4-one), N1C[C@H](CC1)NC(C)=O ((S)—N-pyrrolidin-3-yl-acetamide). The product is C1(CC1)C1=C(C(=NN1C1=CC(=CC=C1)C(F)(F)F)C)C(=O)N1CCC(CC1)N1C[C@H](CC1)NC(C)=O (N—((S)-1-{1-[5-Cyclopropyl-3-methyl-1-(3-trifluoromethyl-phenyl)-1H-pyrazole-4-carbonyl]-piperidin-4-yl}-pyrrolidin-3-yl)-acetamide). RXN SMILES: [CH:1]1([C:4]2[N:8]([C:9]3[CH:14]=[CH:13][CH:12]=[C:11]([C:15]([F:18])([F:17])[F:16])[CH:10]=3)[N:7]=[C:6]([CH3:19])[C:5]=2[C:20]([N:22]2[CH2:27][CH2:26][C:25](=O)[CH2:24][CH2:23]2)=[O:21])[CH2:3][CH2:2]1.[NH:29]1[CH2:33][CH2:32][C@H:31]([NH:34][C:35](=[O:37])[CH3:36])[CH2:30]1>>[CH:1]1([C:4]2[N:8]([C:9]3[CH:14]=[CH:13][CH:12]=[C:11]([C:15]([F:17])([F:16])[F:18])[CH:10]=3)[N:7]=[C:6]([CH3:19])[C:5]=2[C:20]([N:22]2[CH2:27][CH2:26][CH:25]([N:29]3[CH2:33][CH2:32][C@H:31]([NH:34][C:35](=[O:37])[CH3:36])[CH2:30]3)[CH2:24][CH2:23]2)=[O:21])[CH2:3][CH2:2]1. Procedure: The title compound was prepared from 1-[5-Cyclopropyl-3-methyl-1-(3-trifluoromethyl-phenyl)-1H-pyrazole-4-carbonyl]-piperidin-4-one (Example 181B) and (S)—N-pyrrolidin-3-yl-acetamide in direct analogy to the general procedure used in example 129. MS: 504.3 (MH+). Starting materials: COC=1C(=CC=CC1)N (o-anisidine), FC1=CC=C(C=C1)S(=O)(=O)Cl (4-fluorobenzenesulfonyl chloride). The product is FC1=CC=C(C=C1)S(=O)(=O)NC1=C(C=CC=C1)OC (4-Fluoro-N-(2-methoxyphenyl)benzenesulfonamide). The yield is 93.1%. RXN SMILES: [CH3:1][O:2][C:3]1[C:4]([NH2:9])=[CH:5][CH:6]=[CH:7][CH:8]=1.[F:10][C:11]1[CH:16]=[CH:15][C:14]([S:17](Cl)(=[O:19])=[O:18])=[CH:13][CH:12]=1>>[F:10][C:11]1[CH:16]=[CH:15][C:14]([S:17]([NH:9][C:4]2[CH:5]=[CH:6][CH:7]=[CH:8][C:3]=2[O:2][CH3:1])(=[O:19])=[O:18])=[CH:13][CH:12]=1. Procedure: Using o-anisidine (1.0 ml, 8.55 mmol) and 4-fluorobenzenesulfonyl chloride (1.7 g, 8.55 mmol), the procedure of Reference Example 2 was repeated to obtain 2.24 g (93.1%) of the title compound in the form of colorless prism crystals. Starting materials: BrC=1C=C(C=2NC3=CC(=CC=C3C2C1)I)C(=O)N (3-Bromo-7-iodo-9H-carbazole-1-carboxamide), N1=CC(=CC=C1)B(O)O (pyridin-3-ylboronic acid), C(=O)([O-])[O-].[Na+].[Na+] (Na2CO3). The reagents and catalysts are C1=CC=C(C=C1)P([C-]2C=CC=C2)C3=CC=CC=C3.C1=CC=C(C=C1)P([C-]2C=CC=C2)C3=CC=CC=C3.Cl[Pd]Cl.[Fe+2].C(Cl)Cl (PdCl2(dppf) CH2Cl2). Run in COCCOC (DME). Conditions: temperature 105 celsius. The product is BrC=1C=C(C=2NC3=CC(=CC=C3C2C1)C=1C=NC=CC1)C(=O)N (3-bromo-7-(pyridin-3-yl)-9H-carbazole-1-carboxamide). As a reaction SMILES: [Br:1][C:2]1[CH:3]=[C:4]([C:16]([NH2:18])=[O:17])[C:5]2[NH:6][C:7]3[C:12]([C:13]=2[CH:14]=1)=[CH:11][CH:10]=[C:9](I)[CH:8]=3.[N:19]1[CH:24]=[CH:23][CH:22]=[C:21](B(O)O)[CH:20]=1.C([O-])([O-])=O.[Na+].[Na+]>C1C=CC(P(C2C=CC=CC=2)[C-]2C=CC=C2)=CC=1.C1C=CC(P(C2C=CC=CC=2)[C-]2C=CC=C2)=CC=1.Cl[Pd]Cl.[Fe+2].C(Cl)Cl.COCCOC>[Br:1][C:2]1[CH:3]=[C:4]([C:16]([NH2:18])=[O:17])[C:5]2[NH:6][C:7]3[C:12]([C:13]=2[CH:14]=1)=[CH:11][CH:10]=[C:9]([C:21]1[CH:20]=[N:19][CH:24]=[CH:23][CH:22]=1)[CH:8]=3 |f:2.3.4,5.6.7.8.9|. Procedure details: 3-Bromo-7-iodo-9H-carbazole-1-carboxamide (100 mg, 0.241 mmol), pyridin-3-ylboronic acid (35.5 mg, 0.289 mmol), PdCl2(dppf)-CH2Cl2 adduct (39.4 mg, 0.048 mmol), and Na2CO3 (2M) (0.482 mL, 0.964 mmol) were mixed with DME (4 mL) in a sealed microwave vial. The mixture was flushed with N2 and heated at 105° C. in an oil bath for 5 hrs. The mixture was used as it is. MS (ESI) m/z 365.88 (M+H)+. The reactants are C(#C)C=1C=C(NC)C=CC1 (3-ethynyl-N-methylaniline), BrC#CC(C)(C)O (1-bromo-3-hydroxy-3-methyl-1-butyne). The reagents and catalysts are [Cu]Cl (copper (I) chloride). The solvent is C(C)(C)N (isopropylamine), CO (methanol). Run at time 10 minute. Yields the product OC(C#CC#CC1=CC(=CC=C1)NC)(C)C (5-hydroxy-5-methyl-1-[3-(N-methylamino)phenyl] hexa-1,3-diyne). Yield: 72.9%. Reaction SMILES: [C:1]([C:3]1[CH:4]=[C:5]([CH:8]=[CH:9][CH:10]=1)[NH:6][CH3:7])#[CH:2].Br[C:12]#[C:13][C:14]([OH:17])([CH3:16])[CH3:15]>C(N)(C)C.CO.[Cu]Cl>[OH:17][C:14]([CH3:16])([CH3:15])[C:13]#[C:12][C:2]#[C:1][C:3]1[CH:10]=[CH:9][CH:8]=[C:5]([NH:6][CH3:7])[CH:4]=1. Procedure details: 100 mg of copper (I) chloride were dissolved in a mixture of 20 ml of isopropylamine and 10 ml of methanol in an atmosphere of argon, and 1350 mg of 3-ethynyl-N-methylaniline were then added to the reaction mixture, followed by stirring at room temperature for 10 minutes. 3300 mg of 1-bromo-3-hydroxy-3-methyl-1-butyne were then dropwisely added to the solution over a time of about 3 hours, followed by stirring at room temperature for 2 hours. After the solvent had been evaporated from the reacti...